Dataset: the Open Reaction Database (ORD), a public repository of structured organic reaction records. Task: describe an organic reaction: reactants, conditions, products, and yield Reactants: O=C([O-])[O-], CS(C)=O, CCOC(C)=O, [Cs+], [Cs+], O=C(c1cnc(Cl)cn1)N1CCC1, O, COCC(C)Oc1cc(O)cc(C(=O)OC)c1. Product: COCC(C)Oc1cc(Oc2cnc(C(=O)N3CCC3)cn2)cc(C(=O)OC)c1. RXN SMILES: [C:31](=[O:32])([O-:33])[O-:34].[CH3:37][S:38]([CH3:39])=[O:40].[CH3:42][CH2:43][O:44][C:45](=[O:46])[CH3:47].[Cs+:35].[Cs+:36].[N:18]1([C:22](=[O:23])[c:24]2[n:25][cH:26][c:27]([Cl:30])[n:28][cH:29]2)[CH2:19][CH2:20][CH2:21]1.[OH2:41].[OH:1][c:2]1[cH:3][c:4]([C:5](=[O:6])[O:7][CH3:8])[cH:9][c:10]([O:12][CH:13]([CH2:14][O:15][CH3:16])[CH3:17])[cH:11]1>>[O:1]([c:2]1[cH:3][c:4]([C:5](=[O:6])[O:7][CH3:8])[cH:9][c:10]([O:12][CH:13]([CH2:14][O:15][CH3:16])[CH3:17])[cH:11]1)[c:27]1[cH:26][n:25][c:24]([C:22]([N:18]2[CH2:19][CH2:20][CH2:21]2)=[O:23])[cH:29][n:28]1.